Dataset: the Open Reaction Database (ORD), a public repository of structured organic reaction records. Task: describe an organic reaction: reactants, conditions, products, and yield Starting materials: BrC1=C(C(=O)N2CCC(C=C2)=O)C=C(C=C1)C (1-(2-bromo-5-methylbenzoyl)-2,3-dihydro-4-pyridinone), C(CCC)[SnH](CCCC)CCCC (tri-n-butyltin hydride), N(=NC(C#N)(C)C)C(C#N)(C)C (azobis(isobutyronitrile)). Run in C1(=CC=CC=C1)C (toluene). Conditions: temperature 95 celsius. The product is CC=1C=C2C(N3C(C2=CC1)CC(CC3)=O)=O ((±)-8-Methyl-1,3,4,10b-tetrahydropyrido[2,1-a]isoindole-2,6-dione). Yield: 31.8%. RXN SMILES: Br[C:2]1[CH:16]=[CH:15][C:14]([CH3:17])=[CH:13][C:3]=1[C:4]([N:6]1[CH:11]=[CH:10][C:9](=[O:12])[CH2:8][CH2:7]1)=[O:5].C([SnH](CCCC)CCCC)CCC.N(C(C)(C)C#N)=NC(C)(C)C#N>C1(C)C=CC=CC=1>[CH3:17][C:14]1[CH:13]=[C:3]2[C:2](=[CH:16][CH:15]=1)[CH:7]1[CH2:8][C:9](=[O:12])[CH2:10][CH2:11][N:6]1[C:4]2=[O:5]. Procedure: A mixture of 1-(2-bromo-5-methylbenzoyl)-2,3-dihydro-4-pyridinone (1.19 g, 4.03 mmol), tri-n-butyltin hydride (1.14 ml, 4.24 mmol) and azobis(isobutyronitrile) (AIBN, 66 mg, 10 mol %) in toluene (40 ml) was heated at 95° C. for 2 h, cooled, evaporated and purified by flash column chromatography on silica eluting with 30% ethyl acetate in hexane to yield the title compound as a pale yellow oil (276 mg), MS (+EI) m/z 215 [M+]. Reactants: COc1cccc(OC)c1C(=O)NC1C(=O)N2C1SC1(CCN(C)CC1)C2C(=O)OCc1ccccc1, CCO. Product: COc1cccc(OC)c1C(=O)NC1C(=O)N2C1SC1(CCN(C)CC1)C2C(=O)O. Reaction SMILES: [CH3:1][O:2][c:3]1[c:4]([C:5](=[O:6])[NH:7][CH:8]2[CH:9]3[N:10]([CH:11]([C:20](=[O:21])[O:22][CH2:23][c:24]4[cH:25][cH:26][cH:27][cH:28][cH:29]4)[C:12]4([S:13]3)[CH2:14][CH2:15][N:16]([CH3:19])[CH2:17][CH2:18]4)[C:30]2=[O:31])[c:32]([O:36][CH3:37])[cH:33][cH:34][cH:35]1.[CH3:38][CH2:39][OH:40]>>[CH3:1][O:2][c:3]1[c:4]([C:5](=[O:6])[NH:7][CH:8]2[CH:9]3[N:10]([CH:11]([C:20](=[O:21])[OH:22])[C:12]4([S:13]3)[CH2:14][CH2:15][N:16]([CH3:19])[CH2:17][CH2:18]4)[C:30]2=[O:31])[c:32]([O:36][CH3:37])[cH:33][cH:34][cH:35]1. Reactants: aqueous solution, OP(=O)(O)[O-].[K+] (KH2PO4), BrC=1C=NSC1N([C@@H](CC(C)C)C(=O)OC)C(=O)OCC(Cl)(Cl)Cl (methyl N-(4-bromoisothiazol-5-yl)-N-[(2,2,2-trichloroethoxy)carbonyl]leucinate). Reagents/catalysts: [Zn] (zinc). Run in C1CCOC1 (THF), C(C)(=O)OCC (ethyl acetate). Reaction conditions: time 30 minute. Product: BrC=1C=NSC1N[C@@H](CC(C)C)C(=O)OC (methyl N-(4-bromoisothiazol-5-yl)leucinate). Yield: 164.6%. RXN SMILES: OP([O-])(O)=O.[K+].[Br:7][C:8]1[CH:9]=[N:10][S:11][C:12]=1[N:13](C(OCC(Cl)(Cl)Cl)=O)[C@H:14]([C:19]([O:21][CH3:22])=[O:20])[CH2:15][CH:16]([CH3:18])[CH3:17]>C1COCC1.C(OCC)(=O)C.[Zn]>[Br:7][C:8]1[CH:9]=[N:10][S:11][C:12]=1[NH:13][C@H:14]([C:19]([O:21][CH3:22])=[O:20])[CH2:15][CH:16]([CH3:18])[CH3:17] |f:0.1|. Procedure details: A 1.0 M aqueous solution of KH2PO4 (1.8 mL) was added dropwise over several minutes to zinc dust (1.13 g, 17.8 mmol) and methyl N-(4-bromoisothiazol-5-yl)-N-[(2,2,2-trichloroethoxy)carbonyl]leucinate (172 mg, 0.356 mmol) in THF (3.2 mL) with rapid stirring at rt for 30 min. The slurry was diluted with ethyl acetate and filtered (Celite), and the filtrate was washed with water, then saturated sodium chloride solution and dried (Na2SO4). Solvent removal in vacuo afforded 180 mg of methyl N-(4-brom... Reactants: CN(C)C=O, FC(F)(F)c1cc(Cl)c(CBr)c(Cl)c1, N#CC(C#N)CCC(F)=C(F)F, [H-], [Na+]. Yields the product N#CC(C#N)(CCC(F)=C(F)F)Cc1c(Cl)cc(C(F)(F)F)cc1Cl. Reaction SMILES: [CH3:29][N:30]([CH3:31])[CH:32]=[O:33].[Cl:15][c:16]1[c:17]([CH2:18][Br:19])[c:20]([Cl:28])[cH:21][c:22]([C:24]([F:25])([F:26])[F:27])[cH:23]1.[F:1][C:2]([CH2:3][CH2:4][CH:5]([C:6]#[N:7])[C:8]#[N:9])=[C:10]([F:11])[F:12].[H-:13].[Na+:14]>>[F:1][C:2]([CH2:3][CH2:4][C:5]([C:6]#[N:7])([C:8]#[N:9])[CH2:18][c:17]1[c:16]([Cl:15])[cH:23][c:22]([C:24]([F:25])([F:26])[F:27])[cH:21][c:20]1[Cl:28])=[C:10]([F:11])[F:12]. Starting materials: O[C@@H]1[C@]2(C)[C@@H](CC1)[C@@H]1CCC3=CC(C[C@@H]([C@]3(C)[C@H]1CC2)C)=O (17β-hydroxy-1α-methyl-4-androsten-3-one), C(CO)O (1,2-ethanediol), C1(=CC=C(C=C1)S(=O)(=O)O)C (p-toluenesulfonic acid). Run in C1=CC=CC=C1 (benzene). Yields the product C1OC2(CC3=CC[C@H]4[C@@H]5CC[C@@H]([C@@]5(C)CC[C@@H]4[C@]3([C@H](C2)C)C)O)OC1 (3,3-ethylenedioxy-1α-methyl-5-androsten-17β-ol). The yield is 25.0%. Reaction SMILES: [OH:1][C@H:2]1[CH2:7][CH2:6][C@H:5]2[C@H:8]3[C@H:18]([CH2:19][CH2:20][C@:3]12[CH3:4])[C@:16]1([CH3:17])[C:11](=[CH:12][C:13](=[O:22])[CH2:14][C@@H:15]1[CH3:21])[CH2:10][CH2:9]3.[CH2:23](O)[CH2:24][OH:25].C1(C)C=CC(S(O)(=O)=O)=CC=1>C1C=CC=CC=1>[CH2:23]1[CH2:24][O:25][C:13]2([CH2:14][C@H:15]([CH3:21])[C@@:16]3([CH3:17])[C:11](=[CH:10][CH2:9][C@@H:8]4[C@@H:18]3[CH2:19][CH2:20][C@@:3]3([CH3:4])[C@H:5]4[CH2:6][CH2:7][C@@H:2]3[OH:1])[CH2:12]2)[O:22]1. Reported procedure: A solution of 7.0 g of 17β-hydroxy-1α-methyl-4-androsten-3-one in 500 ml of benzene is combined with 80 ml of 1,2-ethanediol and 400 mg of p-toluenesulfonic acid and the evolving water is distilled off azeotropically within 20 hours. After cooling of the reaction mixture, the latter is combined with 5 ml of pyridine, washed with water, dried over sodium sulfate, and concentrated under vacuum. The residue is chromatographed on silica gel, thus obtaining with hexane-ethyl acetate gradients (25-30%... Procedure details: A charge of 112.7 g (1.00 mol, 40%) dimethylamine is made to a 500 ml three-necked, round-bottomed flask. The amine is heated to 40° C. with stirring while 114.1 g (1.00 mol) allyl glycidyl ether is added over 2.5 hours while keeping the temperature below 50° C. After 3.5 hours at 50° C., GC analysis on a 30 M×0.53 mm SPB-5 polysiloxane column shows a single peak as 98% of the desired product. A viscous oil is obtained in quantitative yield. Analysis by 1H NMR (500 MHz, CDCl3) gives the followin... Isolated yield 98.0%. RXN SMILES: [CH3:1][NH:2][CH3:3].[CH2:4]([O:8][CH2:9][CH:10]=[CH2:11])[CH:5]1[O:7][CH2:6]1>>[CH2:9]([O:8][CH2:4][CH:5]([OH:7])[CH2:6][N:2]([CH3:3])[CH3:1])[CH:10]=[CH2:11]. Starting materials: CNC (dimethylamine), [SiH2](O[*:2])[*:1] (polysiloxane), amine, C(C1CO1)OCC=C (allyl glycidyl ether). Reaction conditions: time 3.5 hour. Product: C(C=C)OCC(CN(C)C)O (1-Allyloxy-3-dimethylamino-2-propanol). The reactants are CC#CCOc1ncnc(Cl)c1Cl, CC1CNCC(C)C1, CCO. The product is CC#CCOc1ncnc(N2CC(C)CC(C)C2)c1Cl. RXN SMILES: [CH2:1]([C:2]#[C:3][CH3:4])[O:5][c:6]1[n:7][cH:8][n:9][c:10]([Cl:13])[c:11]1[Cl:12].[CH3:14][CH:15]1[CH2:16][NH:17][CH2:18][CH:19]([CH3:21])[CH2:20]1.[CH3:22][CH2:23][OH:24]>>[CH2:1]([C:2]#[C:3][CH3:4])[O:5][c:6]1[n:7][cH:8][n:9][c:10]([N:17]2[CH2:16][CH:15]([CH3:14])[CH2:20][CH:19]([CH3:21])[CH2:18]2)[c:11]1[Cl:12].